From a dataset of the Open Reaction Database (ORD), a public repository of structured organic reaction records. describe an organic reaction: reactants, conditions, products, and yield The reactants are CO, N#CCN1CCC(Nc2nc3cncnc3n2Cc2ccc(F)cc2)CC1, [H][H], N. Yields the product NCCN1CCC(Nc2nc3cncnc3n2Cc2ccc(F)cc2)CC1. Reaction SMILES: [CH3:31][OH:32].[F:1][c:2]1[cH:3][cH:4][c:5]([CH2:8][n:9]2[c:10]3[n:11][cH:12][n:13][cH:14][c:15]3[n:16][c:17]2[NH:18][CH:19]2[CH2:20][CH2:21][N:22]([CH2:25][C:26]#[N:27])[CH2:23][CH2:24]2)[cH:6][cH:7]1.[H:29][H:30].[NH3:28]>>[F:1][c:2]1[cH:3][cH:4][c:5]([CH2:8][n:9]2[c:10]3[n:11][cH:12][n:13][cH:14][c:15]3[n:16][c:17]2[NH:18][CH:19]2[CH2:20][CH2:21][N:22]([CH2:25][CH2:26][NH2:27])[CH2:23][CH2:24]2)[cH:6][cH:7]1. Yields the product Cc1c(F)cc(C(=O)O)c(Cl)c1N. RXN SMILES: [Cl:1][c:2]1[c:3]([C:4](=[O:5])[OH:6])[cH:7][c:8]([F:15])[c:9]([CH3:14])[c:10]1[N+:11]([O-:12])=[O:13].[ClH:24].[Na+:22].[Na+:23].[OH2:25].[S:16]([S:17]([O-:18])=[O:19])([O-:20])=[O:21]>>[Cl:1][c:2]1[c:3]([C:4](=[O:5])[OH:6])[cH:7][c:8]([F:15])[c:9]([CH3:14])[c:10]1[NH2:11]. The reactants are Cc1c(F)cc(C(=O)O)c(Cl)c1[N+](=O)[O-], Cl, [Na+], [Na+], O, O=S([O-])S(=O)[O-]. Starting materials: [H-].[Na+] (Sodium hydride), S1C=NC2=C1C=C(C=C2)NS(=O)(=O)C (N-benzothiazol-6-yl-methanesulfonamide), IC (iodomethane). Solvent: O1CCCC1 (tetrahydrofuran). Conditions: temperature 25 celsius, time 15 minute. The product is S1C=NC2=C1C=C(C=C2)N(S(=O)(=O)C)C (N-benzothiazol-6-yl-N-methyl-methanesulfonamide). Yield: 85.9%. RXN SMILES: [H-].[Na+].[S:3]1[C:7]2[CH:8]=[C:9]([NH:12][S:13]([CH3:16])(=[O:15])=[O:14])[CH:10]=[CH:11][C:6]=2[N:5]=[CH:4]1.I[CH3:18]>O1CCCC1>[S:3]1[C:7]2[CH:8]=[C:9]([N:12]([CH3:18])[S:13]([CH3:16])(=[O:14])=[O:15])[CH:10]=[CH:11][C:6]=2[N:5]=[CH:4]1 |f:0.1|. Reported procedure: Sodium hydride (2.56 g of a 60% dispersion in mineral oil, 64.0 mmol) was added to a solution of N-benzothiazol-6-yl-methanesulfonamide (Example 7a, 13.3 g, 58.2 mmol) in tetrahydrofuran at 0° C. After 15 min, iodomethane (36.2 mL, 581 mmol) was added and the reaction mixture was warmed to 25° C., stirred for 4 h, then was partitioned between 1.0 M aqueous hydrochloric acid solution (300 mL) and ethyl acetate (2×250 mL). The organic layers were dried over sodium sulfate, filtered and concentrate... Reactants: COC1=CC=C(COCC(=O)OCNC(=O)C2=NC=C(C(=C2)C)C(S(=O)(=O)C2=CC=C(C=C2)F)C2=C(C=CC(=C2)F)F)C=C1 ([[[5-[(2,5-difluorophenyl)[(4-fluorophenyl)sulfonyl]methyl]-4-methylpyridin-2-yl]carbonyl]amino]methyl (4-methoxybenzyloxy)acetate), ClC=1C(C(=C(C(C1Cl)=O)C#N)C#N)=O (2,3-dichloro-5,6-dicyano-1,4-benzoquinone), O (Water). Solvent: ClCCl.O (dichloromethane water). Run at time 8 hour. Yields the product OCC(=O)OCNC(=O)C1=NC=C(C(=C1)C)C(S(=O)(=O)C1=CC=C(C=C1)F)C1=C(C=CC(=C1)F)F ([[[5-[(2,5-Difluorophenyl)[(4-fluorophenyl)sulfonyl]methyl]-4-methylpyridin-2-yl]carbonyl]amino]methyl hydroxyacetate). Isolated yield 20.8%. Reaction SMILES: COC1C=CC(C[O:8][CH2:9][C:10]([O:12][CH2:13][NH:14][C:15]([C:17]2[CH:22]=[C:21]([CH3:23])[C:20]([CH:24]([C:35]3[CH:40]=[C:39]([F:41])[CH:38]=[CH:37][C:36]=3[F:42])[S:25]([C:28]3[CH:33]=[CH:32][C:31]([F:34])=[CH:30][CH:29]=3)(=[O:27])=[O:26])=[CH:19][N:18]=2)=[O:16])=[O:11])=CC=1.ClC1C(=O)C(C#N)=C(C#N)C(=O)C=1Cl.O>ClCCl.O>[OH:8][CH2:9][C:10]([O:12][CH2:13][NH:14][C:15]([C:17]1[CH:22]=[C:21]([CH3:23])[C:20]([CH:24]([C:35]2[CH:40]=[C:39]([F:41])[CH:38]=[CH:37][C:36]=2[F:42])[S:25]([C:28]2[CH:29]=[CH:30][C:31]([F:34])=[CH:32][CH:33]=2)(=[O:26])=[O:27])=[CH:19][N:18]=1)=[O:16])=[O:11] |f:3.4|. Procedure details: To a mixed solution of [[[5-[(2,5-difluorophenyl)[(4-fluorophenyl)sulfonyl]methyl]-4-methylpyridin-2-yl]carbonyl]amino]methyl (4-methoxybenzyloxy)acetate (150 mg, 0.24 mmol) in dichloromethane-water (1:1, 10 ml), 2,3-dichloro-5,6-dicyano-1,4-benzoquinone (65 mg, 0.29 mmol) was added, and the mixture was stirred overnight at room temperature. Water was added to the reaction solution, and the mixture was extracted with dichloromethane. The extract was washed with saturated brine, dried over anhydr... Starting materials: CS(=O)(=O)Cl (methanesulfonyl chloride), ice water, 14.1, ClC1=CC2=C(N(C(N2)=O)CCCO)C=C1 (5-chloro-1,3-dihydro-1-(3-hydroxypropyl)-2H-benzimidazol-2-one). The solvent is ClCCl (dichloromethane). Run at time 15 minute. The product is 10, CS(=O)(=O)O.ClC1=CC2=C(N(C(N2)=O)CCCO)C=C1 (5-chloro-1,3-dihydro-1-(3-hydroxypropyl)-2H-benzimidazol-2-one methanesulfonate). Isolated yield 53.0%. As a reaction SMILES: [Cl:1][C:2]1[CH:15]=[CH:14][C:5]2[N:6]([CH2:10][CH2:11][CH2:12][OH:13])[C:7](=[O:9])[NH:8][C:4]=2[CH:3]=1.[CH3:16][S:17](Cl)(=[O:19])=[O:18]>ClCCl>[CH3:16][S:17]([OH:19])(=[O:9])=[O:18].[Cl:1][C:2]1[CH:15]=[CH:14][C:5]2[N:6]([CH2:10][CH2:11][CH2:12][OH:13])[C:7](=[O:9])[NH:8][C:4]=2[CH:3]=1 |f:3.4|. Procedure details: To a stirred and cooled (ice-water bath) mixture of 14.1 parts of 5-chloro-1,3-dihydro-1-(3-hydroxypropyl)-2H-benzimidazol-2-one, 8 parts of N,N-diethylethananmine and 195 parts of dichloromethane are added dropwise 7.8 parts of methanesulfonyl chloride. Upon completion, stirring is continued first for 15 minutes while still cooling an further for 1 hour at reflux temperature. The dichloromethane is evaporated and the residue is dissolved in 4-methyl-2-pentanone and water while heating. The laye... Run in O (water). Starting materials: NC=1C=C(C(=CC1F)F)N1C=C(C(C2=CC(=C(N=C12)Cl)F)=O)C(=O)O (1-(3-amino-4,6-difluorophenyl)-7-chloro-6-fluoro-4-oxo-1,4-dihydro-1,8-naphthyridine-3-carboxylic acid), CN(C=O)C (N,N-dimethylformamide), C(C1=CC=CC=C1)(=O)OC(C1=CC=CC=C1)=O (benzoic anhydride), C(Cl)(Cl)Cl (chloroform). Conditions: temperature 100 celsius, time 2.5 hour. The yield is 92.6%. The product is C(C)(C)OC(C)C (diisopropyl ether), C(C1=CC=CC=C1)(=O)NC=1C=C(C(=CC1F)F)N1C=C(C(C2=CC(=C(N=C12)Cl)F)=O)C(=O)O (1-(3-benzoylamino-4,6-difluorophenyl)-7-chloro-6-fluoro-1,4-dihydro-4-oxo-1,8-naphthyridine-3-carboxylic acid). Reaction SMILES: [NH2:1][C:2]1[CH:3]=[C:4]([N:10]2[C:19]3[C:14](=[CH:15][C:16]([F:21])=[C:17]([Cl:20])[N:18]=3)[C:13](=[O:22])[C:12]([C:23]([OH:25])=[O:24])=[CH:11]2)[C:5]([F:9])=[CH:6][C:7]=1[F:8].CN(C)C=O.[C:31](O[C:40](=[O:47])[C:41]1[CH:46]=[CH:45][CH:44]=[CH:43][CH:42]=1)(=O)[C:32]1C=CC=C[CH:33]=1.C(Cl)(Cl)Cl>O>[CH:32]([O:22][CH:13]([CH3:12])[CH3:14])([CH3:33])[CH3:31].[C:40]([NH:1][C:2]1[CH:3]=[C:4]([N:10]2[C:19]3[C:14](=[CH:15][C:16]([F:21])=[C:17]([Cl:20])[N:18]=3)[C:13](=[O:22])[C:12]([C:23]([OH:25])=[O:24])=[CH:11]2)[C:5]([F:9])=[CH:6][C:7]=1[F:8])(=[O:47])[C:41]1[CH:42]=[CH:43][CH:44]=[CH:45][CH:46]=1. Reported procedure: 1-(3-amino-4,6-difluorophenyl)-7-chloro-6-fluoro-4-oxo-1,4-dihydro-1,8-naphthyridine-3-carboxylic acid (310 mg) was added to 920 mg of N,N-dimethylformamide together with 220 mg of benzoic anhydride, which was stirred at 70° C. for 2 hours and at 100° C. for 2.5 hours. The reaction solution was combined with 50 ml of chloroform and 150 ml of distilled water. The solution was separated, the chloroform layer was dried over anhydrous magnesium sulfate and concentrated in vacua. Ethanol (6 ml) was a... Reactants: C(CCC)NC1=C(C2=CC=CC=C2C=C1)N=O (2-butylamino-1-nitrosonaphthalene), COC1=CC=C(C=O)C=C1 (4-methoxybenzaldehyde). Yields the product C(CCC)N1C(=NC2=C1C=CC1=CC=CC=C12)C1=CC=C(C=C1)OC (3-butyl-2-(4-methoxyphenyl)-3H-naphtho[1,2-d]imidazole). Isolated yield 53.0%. As a reaction SMILES: [CH2:1]([NH:5][C:6]1[CH:15]=[CH:14][C:13]2[C:8](=[CH:9][CH:10]=[CH:11][CH:12]=2)[C:7]=1[N:16]=O)[CH2:2][CH2:3][CH3:4].[CH3:18][O:19][C:20]1[CH:27]=[CH:26][C:23]([CH:24]=O)=[CH:22][CH:21]=1>>[CH2:1]([N:5]1[C:6]2[CH:15]=[CH:14][C:13]3[C:8]([C:7]=2[N:16]=[C:24]1[C:23]1[CH:26]=[CH:27][C:20]([O:19][CH3:18])=[CH:21][CH:22]=1)=[CH:9][CH:10]=[CH:11][CH:12]=3)[CH2:2][CH2:3][CH3:4]. Procedure: The compound of the title is prepared by following essentially the same procedure described in example 2 but starting from 2-butylamino-1-nitrosonaphthalene instead of 2-methylamino-1-nitrosonaphthalene and employing 4-methoxybenzaldehyde instead of 4-ethoxybenzaldehyde. Yield 53%. M.p. 99,5°-100,5° C. Reactants: CC=1C=C(N)C=C(C1)C (3,5-dimethylaniline), N(C1=CC=CC=C1)C1=CC=C(C=2C(C3=CC=CC=C3C(C12)=O)=O)OS(=O)(=O)C1=CC=C(C)C=C1 (1-(anilino)-4-tosyloxyanthraquinone), Xylenes. Yields the product N(C1=CC=CC=C1)C1=CC=C(C=2C(C3=CC=CC=C3C(C12)=O)=O)NC1=CC(=CC(=C1)C)C (1-anilino-4-(3,5-dimethylanilino)anthraquinone). Yield: 56.0%. Reaction SMILES: [CH3:1][C:2]1[CH:3]=[C:4]([CH:6]=[C:7]([CH3:9])[CH:8]=1)[NH2:5].[NH:10]([C:17]1[C:30]2[C:29](=[O:31])[C:28]3[C:23](=[CH:24][CH:25]=[CH:26][CH:27]=3)[C:22](=[O:32])[C:21]=2[C:20](OS(C2C=CC(C)=CC=2)(=O)=O)=[CH:19][CH:18]=1)[C:11]1[CH:16]=[CH:15][CH:14]=[CH:13][CH:12]=1>>[NH:10]([C:17]1[C:30]2[C:29](=[O:31])[C:28]3[C:23](=[CH:24][CH:25]=[CH:26][CH:27]=3)[C:22](=[O:32])[C:21]=2[C:20]([NH:5][C:4]2[CH:6]=[C:7]([CH3:9])[CH:8]=[C:2]([CH3:1])[CH:3]=2)=[CH:19][CH:18]=1)[C:11]1[CH:12]=[CH:13][CH:14]=[CH:15][CH:16]=1. Procedure details: 1-anilino-4-(3,5-dimethylanilino)anthraquinone was prepared by reaction of 3,5-dimethylaniline with 1-(anilino)-4-tosyloxyanthraquinone. The isolated and purified reaction product has the structure illustrated below. ##STR15## The yield was 56% and m.p. 219.5°-220.5° C. Mass spectrum, m/e 418 (M+); 1H-NMR (CD2Cl2)δ12.20 (br s, 2H), 8.41-8.30 (m, 2H) 7.80-7.69 (m, 2H), 7.52-7.34 (m, 7H), 6.90 (br s, 3H), 2.32 (s, 6H); UV/VIS max (Xylenes) 404 nm (ε6 600), 600 (13 400), 641 (14 400). Starting materials: CC(C)(C)OC(=O)N1CC(O)CC1C(=O)O, C=CCCCCN(C)C(=O)C1CC(O)CN1C(=O)OC(C)(C)C. The product is CC=CCCCCCN(C)C(=O)C1CC(O)CN1C(=O)OC(C)(C)C. Reaction SMILES: [C:1]([N:2]1[CH2:3][CH:6]([OH:7])[CH2:8][CH:9]1[C:10]([OH:11])=[O:12])([O:13][C:4]([CH3:5])([CH3:14])[CH3:15])=[O:16].[CH2:17]([CH2:18][CH2:19][CH2:20][CH:21]=[CH2:22])[N:23]([C:24](=[O:25])[CH:26]1[N:27]([C:32](=[O:33])[O:34][C:35]([CH3:36])([CH3:37])[CH3:38])[CH2:28][CH:29]([OH:31])[CH2:30]1)[CH3:39]>>[CH:4]([CH3:5])=[CH:22][CH2:21][CH2:20][CH2:19][CH2:18][CH2:17][N:23]([C:24](=[O:25])[CH:26]1[N:27]([C:32](=[O:33])[O:34][C:35]([CH3:36])([CH3:37])[CH3:38])[CH2:28][CH:29]([OH:31])[CH2:30]1)[CH3:39]. Yields the product CC(CCO)CC\C=C(\CCC=C(C)C)/C ((E)-3,7,11-Trimethyl-6,10-dodecadien-1-ol). Solvent: O (water). As a reaction SMILES: C(OCC)C.[H-].[Al+3].[Li+].[H-].[H-].[H-].[CH3:12][CH:13]([CH2:18][CH2:19]/[CH:20]=[C:21](\[CH3:28])/[CH2:22][CH2:23][CH:24]=[C:25]([CH3:27])[CH3:26])[CH2:14][C:15](O)=[O:16].C(OCC)(=O)C>O>[CH3:12][CH:13]([CH2:18][CH2:19]/[CH:20]=[C:21](\[CH3:28])/[CH2:22][CH2:23][CH:24]=[C:25]([CH3:27])[CH3:26])[CH2:14][CH2:15][OH:16] |f:1.2.3.4.5.6|. Reaction conditions: temperature 10 celsius. Reported procedure: To 150 ml. of anhydrous diethyl ether there was added 1.9 g. of lithium aluminum hydride. To the mixture was dropwise added, under stirring and at 10° C., 11.9 g. of the carboxylic acid compound obtained in Example 3. The resulting mixture was then stirred at room temperature for 1 hour, and then 1 ml. of ethyl acetate and 1 ml. of water were added thereto. The mixture was subsequently washed with water and dried. The solvent was removed by evaporation and the resulting residual oil was purified... The reactants are C(C)OCC (diethyl ether), C(C)(=O)OCC (ethyl acetate), [H-].[Al+3].[Li+].[H-].[H-].[H-] (lithium aluminum hydride), CC(CC(=O)O)CC\C=C(\CCC=C(C)C)/C ((E)-3,7,11-Trimethyl-6,10-dodecadienoic acid).